This data is from the Open Reaction Database (ORD), a public repository of structured organic reaction records. The task is: describe an organic reaction: reactants, conditions, products, and yield Starting materials: C[C@H](CC[C@H](C)C(C)C)[C@H]1CC[C@@H]2[C@@]1(CC[C@H]3C2=CC=C4[C@@]3(CC[C@@H](C4)O)C)C (22,23-dihydroergosterol), C(C)O (ethanol), O (water). Run in C(C)OCC (diethyl ether), C1=CC=CC=C1 (benzene). The product is C[C@H](CC[C@H](C)C(C)C)[C@H]1CC[C@@H]\2[C@@]1(CCC/C2=C\C=C/3\C[C@H](CCC3=C)O)C (Vitamin D4). Reaction SMILES: [CH3:1][C@@H:2]([C@@H:10]1[C@@:14]2([CH3:29])[CH2:15][CH2:16][C@@H:17]3[C@@:22]4([CH3:28])[CH2:23][CH2:24][C@H:25]([OH:27])[CH2:26][C:21]4=[CH:20][CH:19]=[C:18]3[C@@H:13]2[CH2:12][CH2:11]1)[CH2:3][CH2:4][C@@H:5]([CH:7]([CH3:9])[CH3:8])[CH3:6].O.C(O)C>C(OCC)C.C1C=CC=CC=1>[CH3:1][C@@H:2]([C@@H:10]1[C@@:14]2([CH3:29])[CH2:15][CH2:16][CH2:17]/[C:18](=[CH:19]\[CH:20]=[C:21]3\[CH2:26][C@@H:25]([OH:27])[CH2:24][CH2:23][C:22]\3=[CH2:28])/[C@@H:13]2[CH2:12][CH2:11]1)[CH2:3][CH2:4][C@@H:5]([CH:7]([CH3:8])[CH3:9])[CH3:6]. Reported procedure: 22,23-dihydroergosterol (VIII) (2.0 g., 5.0 mmol.) was dissolved in a solution of diethyl ether and benzene (4:1, 600 ml.) and irradiated (Hannovia immersion lamp 450 watts) with stirring under argon in a water cooled quartz vessel for three hours. The solution was concentrated in vacuo to yield a gummy liquid, redissolved in 100 ml. of ethanol and heated at reflux under argon for eight hours. Then, the solution was concentrated in vacuo and the residue was adsorbed on a silica gel column and el... The reactants are C=CCCCC1CCCC1O, C=COC(C)=O, CCOCC. The product is C=CCCCC1CCCC1OC(C)=O. RXN SMILES: [CH2:1]([CH2:2][CH2:3][CH:4]=[CH2:5])[CH:6]1[CH:7]([OH:11])[CH2:8][CH2:9][CH2:10]1.[CH3:12][C:13](=[O:14])[O:15][CH:16]=[CH2:17].[CH3:18][CH2:19][O:20][CH2:21][CH3:22]>>[CH2:1]([CH2:2][CH2:3][CH:4]=[CH2:5])[CH:6]1[CH:7]([O:11][C:13]([CH3:12])=[O:14])[CH2:8][CH2:9][CH2:10]1.